Dataset: the Open Reaction Database (ORD), a public repository of structured organic reaction records. Task: describe an organic reaction: reactants, conditions, products, and yield Reactants: CCNCC, C#CCO, [Cu]I, Ic1ccc(I)cc1. Yields the product OCC#Cc1ccc(I)cc1. Reaction SMILES: [CH2:13]([NH:14][CH2:15][CH3:16])[CH3:17].[CH2:9]([C:10]#[CH:11])[OH:12].[Cu:18][I:19].[I:1][c:2]1[cH:3][cH:4][c:5]([I:8])[cH:6][cH:7]1>>[c:2]1([C:11]#[C:10][CH2:9][OH:12])[cH:3][cH:4][c:5]([I:8])[cH:6][cH:7]1.